Dataset: the Open Reaction Database (ORD), a public repository of structured organic reaction records. Task: describe an organic reaction: reactants, conditions, products, and yield Starting materials: CC(=O)OC1CSC(Oc2cc(Br)cnc2F)C(OC(C)=O)C1OC(C)=O, OB(O)c1ccncc1. The product is CC(=O)OC1CSC(Oc2cc(-c3ccncc3)cnc2F)C(OC(C)=O)C1OC(C)=O. As a reaction SMILES: [C:1]([CH3:2])(=[O:3])[O:4][CH:5]1[CH:6]([O:7][c:8]2[c:9]([F:15])[n:10][cH:11][c:12]([Br:14])[cH:13]2)[S:16][CH2:17][CH:18]([O:24][C:25]([CH3:26])=[O:27])[CH:19]1[O:20][C:21]([CH3:22])=[O:23].[n:28]1[cH:29][cH:30][c:31]([B:34]([OH:35])[OH:36])[cH:32][cH:33]1>>[C:1]([CH3:2])(=[O:3])[O:4][CH:5]1[CH:6]([O:7][c:8]2[c:9]([F:15])[n:10][cH:11][c:12](-[c:31]3[cH:30][cH:29][n:28][cH:33][cH:32]3)[cH:13]2)[S:16][CH2:17][CH:18]([O:24][C:25]([CH3:26])=[O:27])[CH:19]1[O:20][C:21]([CH3:22])=[O:23]. Reactants: C1(=CC=C(C=C1)[S@@](=O)CC(=O)OC(C)(C)C)C (t-butyl [(S)-p-tolylsulfinyl]acetate), O1C(CCCC1)O[C@@H](CC=O)CCCCCCCCCCC ((R)-3-[(tetrahydro-2H-pyran-2-yl)oxy]-tetradecanal), Cl (hydrochloric acid), C(C)(C)(C)[Mg]Br (t-butylmagnesium bromide). Isolated yield 61.3%. Reaction conditions: temperature -78 celsius. Yields the product OC([C@H](C(=O)OC(C)(C)C)[S@](=O)C1=CC=C(C=C1)C)CC(CCCCCCCCCCC)OC1OCCCC1 (t-butyl 3-hydroxy-(R)-5-[(tetrahydro-2H-pyran-2-yl)oxy]-2-[(S)-p-tolylsulfinyl]-hexadecanoate). Procedure: G)a) 16.5 g of t-butyl [(S)-p-tolylsulfinyl]acetate were dissolved in a mixture of 600 ml of ether and 60 ml of THF and cooled to -78° C. 43 ml of t-butylmagnesium bromide were then added dropwise in such a manner that the temperature remained below -70° C. After stirring at -78° C. for 1 hour 13.4 g of (R)-3-[(tetrahydro-2H-pyran-2-yl)oxy]-tetradecanal in 100 ml of THF were added dropwise. After 2 hours at -78° C. the reaction mixture was hydrolyzed with 2N hydrochloric acid and the solvent was... The solvent is CCOCC (ether), C1CCOC1 (THF), C1CCOC1 (THF). RXN SMILES: [C:1]1([CH3:17])[CH:6]=[CH:5][C:4]([S@:7]([CH2:9][C:10]([O:12][C:13]([CH3:16])([CH3:15])[CH3:14])=[O:11])=[O:8])=[CH:3][CH:2]=1.C([Mg]Br)(C)(C)C.[O:24]1[CH2:29][CH2:28][CH2:27][CH2:26][CH:25]1[O:30][C@H:31]([CH2:35][CH2:36][CH2:37][CH2:38][CH2:39][CH2:40][CH2:41][CH2:42][CH2:43][CH2:44][CH3:45])[CH2:32][CH:33]=[O:34].Cl>CCOCC.C1COCC1>[OH:34][CH:33]([CH2:32][CH:31]([O:30][CH:25]1[CH2:26][CH2:27][CH2:28][CH2:29][O:24]1)[CH2:35][CH2:36][CH2:37][CH2:38][CH2:39][CH2:40][CH2:41][CH2:42][CH2:43][CH2:44][CH3:45])[C@@H:9]([S@@:7]([C:4]1[CH:3]=[CH:2][C:1]([CH3:17])=[CH:6][CH:5]=1)=[O:8])[C:10]([O:12][C:13]([CH3:14])([CH3:16])[CH3:15])=[O:11].